Dataset: the Open Reaction Database (ORD), a public repository of structured organic reaction records. Task: describe an organic reaction: reactants, conditions, products, and yield Starting materials: O=C[C@H](O)[C@@H](O)[C@H](O)[C@H](O)CO (D-glucose), C(C(=O)O)(=O)O (oxalic acid), C(CCC)N (butylamine). Run in O1CCOCC1 (dioxane), C(C)O (ethanol). Run at temperature 70 celsius. Product: C(C(=O)O)(=O)O.C(CCC)NCC(=O)[C@@H](O)[C@H](O)[C@H](O)CO (1-Deoxy-1-butylamino-D-fructose oxalate). Reaction SMILES: O=[CH:2][C@@H:3]([C@H:5]([C@@H:7]([C@@H:9]([CH2:11][OH:12])[OH:10])[OH:8])[OH:6])[OH:4].[CH2:13]([NH2:17])[CH2:14][CH2:15][CH3:16].[C:18]([OH:23])(=[O:22])[C:19]([OH:21])=[O:20]>O1CCOCC1.C(O)C>[C:18]([OH:23])(=[O:22])[C:19]([OH:21])=[O:20].[CH2:13]([NH:17][CH2:2][C:3]([C@H:5]([C@@H:7]([C@@H:9]([CH2:11][OH:12])[OH:10])[OH:8])[OH:6])=[O:4])[CH2:14][CH2:15][CH3:16] |f:5.6|. Procedure details: 18 g of D-glucose are suspended in 200 ml of dioxane and 100 ml of ethanol, and 7.3 g of butylamine are added. The mixture is warmed to 70° C. and, after 10 minutes, 9.0 g anhydrous oxalic acid is added. The temperature is maintained for 4 hours. After cooling to room temperature, the product crystallizes out. The solid is filtered off with suction, rinsed five times with 50 ml of ethanol each time and dried in vacuo. Reactants: [OH-].[Na+] (sodium hydroxide), C(C)C=1C=C2C(=C(C(OC2=CC1CC)=O)[N+](=O)[O-])O (6,7-diethyl-4-hydroxy-3-nitrocoumarin). Solvent: O (water). Product: monohydrate, CC1=CC=C2C(=CC(OC2=C1C)=O)O (7,8-dimethyl-4-hydroxycoumarin). As a reaction SMILES: [OH-:1].[Na+].[CH2:3]([C:5]1[CH:6]=[C:7]2[C:12](=[CH:13][C:14]=1[CH2:15]C)[O:11][C:10](=O)[C:9]([N+]([O-])=O)=[C:8]2[OH:21])C>O>[CH3:15][C:14]1[C:5]([CH3:3])=[C:6]2[C:7]([C:8]([OH:21])=[CH:9][C:10](=[O:11])[O:1]2)=[CH:12][CH:13]=1 |f:0.1|. Procedure details: Dilute sodium hydroxide solution was added to a suspension of 6,7-diethyl-4-hydroxy-3-nitrocoumarin (2.90g) in water (20 ml) till the pH of the solution reached 14. Filtration gave the product as a monohydrate, m.p. 249°-251°(d), (C13H12NO5Na.H2O requires C, 51.49; H, 4.65; N, 4.62; Na, 7.58. Found: C, 52.08; H, 4.65; N, 4.83; Na, 7.81) after washing with water and drying under vacuum. Starting materials: O(C1=CC=CC=C1)CC(=O)NC1[C@@H]2N(C(C(CS2=O)=C)C(=O)OCC2=CC=C(C=C2)[N+](=O)[O-])C1=O (p-Nitrobenzyl 7-Phenoxyacetamido-3-methylenecepham-4-carboxylate-1-oxide), CN(C=O)C (N,N-dimethylformamide), P(Cl)(Cl)Cl (phosphorous trichloride), O (water). Solvent: C(C)(=O)OCC (ethyl acetate). The product is O(C1=CC=CC=C1)CC(=O)NC1[C@@H]2N(C(C(CS2)=C)C(=O)OCC2=CC=C(C=C2)[N+](=O)[O-])C1=O (p-Nitrobenzyl 7-Penoxyacetamido-3-methylenecepham-4-carboxylate). As a reaction SMILES: [O:1]([CH2:8][C:9]([NH:11][CH:12]1[C:34](=[O:35])[N:14]2[CH:15]([C:21]([O:23][CH2:24][C:25]3[CH:30]=[CH:29][C:28]([N+:31]([O-:33])=[O:32])=[CH:27][CH:26]=3)=[O:22])[C:16](=[CH2:20])[CH2:17][S:18](=O)[C@H:13]12)=[O:10])[C:2]1[CH:7]=[CH:6][CH:5]=[CH:4][CH:3]=1.CN(C)C=O.P(Cl)(Cl)Cl.O>C(OCC)(=O)C>[O:1]([CH2:8][C:9]([NH:11][CH:12]1[C:34](=[O:35])[N:14]2[CH:15]([C:21]([O:23][CH2:24][C:25]3[CH:26]=[CH:27][C:28]([N+:31]([O-:33])=[O:32])=[CH:29][CH:30]=3)=[O:22])[C:16](=[CH2:20])[CH2:17][S:18][C@H:13]12)=[O:10])[C:2]1[CH:7]=[CH:6][CH:5]=[CH:4][CH:3]=1. Procedure details: About one-half of the product from Example 17 was dissolved in 25 ml. of dry N,N-dimethylformamide. The mixture was cooled in an ice bath, and 370 mg. (2.7 mmol.) of phosphorous trichloride were added. The mixture was stirred with cooling for 30 minutes. The mixture then was poured into a mixture of water and ethyl acetate. The ethyl acetate solution was separated, washed successively with 5 percent hydrochloric acid and brine, dried over magnesium sulfate, and evaporated to dryness in vacuo. Th... Reactants: Cl.IC1=C(C[C@H](N)C(=O)O)C=CC=C1 (2-iodo-L-phenylalanine HCl), CO (MeOH). Isolated yield 94.0%. Reported procedure: To a 500 mL 3-necked flask equipped with a magnetic stirrer and a reflux condenser were added 5.00 g of 2-iodo-L-phenylalanine HCl and 100 mL of anhydrous MeOH. The mixture was stirred and acidified by bubbling HCl gas through for 3 min. A clear solution resulted which was heated at reflux for 5 h. The solution was cooled to RT and concentrated in vacuo to dryness to give a white solid. The material was suspended in 120 mL of CH2Cl2 and washed with 5% aqueous NaHCO3 (4×80 mL). The CH2Cl2 solutio... The solvent is C(Cl)Cl (CH2Cl2). Product: Cl.IC1=C(C[C@H](N)C(=O)OC)C=CC=C1 (methyl 2-iodo-L-phenylalaninate HCl). RXN SMILES: [ClH:1].[I:2][C:3]1[CH:14]=[CH:13][CH:12]=[CH:11][C:4]=1[CH2:5][C@@H:6]([C:8]([OH:10])=[O:9])[NH2:7].[CH3:15]O>C(Cl)Cl>[ClH:1].[I:2][C:3]1[CH:14]=[CH:13][CH:12]=[CH:11][C:4]=1[CH2:5][C@@H:6]([C:8]([O:10][CH3:15])=[O:9])[NH2:7] |f:0.1,4.5|. Reactants: [BH4-], COC(=O)C1(C(=O)c2ccc(OC)c(CNC(=O)OC(C)(C)C)c2)CC1, CCO, CCOC(C)=O, Cl, [Na+], C1CCOC1, O. The product is COC(=O)C1(C(O)c2ccc(OC)c(CNC(=O)OC(C)(C)C)c2)CC1. Reaction SMILES: [BH4-:27].[C:1]([CH3:2])([CH3:3])([CH3:4])[O:5][C:6](=[O:7])[NH:8][CH2:9][c:10]1[cH:11][c:12]([C:13](=[O:14])[C:15]2([C:18](=[O:19])[O:20][CH3:21])[CH2:16][CH2:17]2)[cH:22][cH:23][c:24]1[O:25][CH3:26].[CH3:31][CH2:32][OH:33].[CH3:39][CH2:40][O:41][C:42](=[O:43])[CH3:44].[ClH:30].[Na+:28].[O:34]1[CH2:35][CH2:36][CH2:37][CH2:38]1.[OH2:29]>>[C:1]([CH3:2])([CH3:3])([CH3:4])[O:5][C:6](=[O:7])[NH:8][CH2:9][c:10]1[cH:11][c:12]([CH:13]([OH:14])[C:15]2([C:18](=[O:19])[O:20][CH3:21])[CH2:16][CH2:17]2)[cH:22][cH:23][c:24]1[O:25][CH3:26]. Starting materials: O=C1c2ccccc2C(=O)N1Cc1ccc(OCc2ccccc2)cn1, CCO, NN, C1CCOC1, O. Product: NCc1ccc(OCc2ccccc2)cn1. Reaction SMILES: [CH2:1]([c:2]1[cH:3][cH:4][cH:5][cH:6][cH:7]1)[O:8][c:9]1[cH:10][cH:11][c:12]([CH2:15][N:16]2[C:17](=[O:18])[c:19]3[c:20]([cH:21][cH:22][cH:23][cH:24]3)[C:25]2=[O:26])[n:13][cH:14]1.[CH3:30][CH2:31][OH:32].[NH2:28][NH2:29].[O:33]1[CH2:34][CH2:35][CH2:36][CH2:37]1.[OH2:27]>>[CH2:1]([c:2]1[cH:3][cH:4][cH:5][cH:6][cH:7]1)[O:8][c:9]1[cH:10][cH:11][c:12]([CH2:15][NH2:16])[n:13][cH:14]1.